describe an organic reaction: reactants, conditions, products, and yield From a dataset of the Open Reaction Database (ORD), a public repository of structured organic reaction records. Reactants: CC#N, CCCC[N+](CCCC)(CCCC)CCCC, COC(=O)c1ccc(C(F)(F)F)nc1CCl, N#C[K], O, O, O=S(=O)([O-])O. Product: COC(=O)c1ccc(C(F)(F)F)nc1CC#N. As a reaction SMILES: [C:22](#[N:23])[CH3:24].[CH2:30]([N+:31]([CH2:32][CH2:33][CH2:34][CH3:35])([CH2:36][CH2:37][CH2:38][CH3:39])[CH2:40][CH2:41][CH2:42][CH3:43])[CH2:44][CH2:45][CH3:46].[Cl:1][CH2:2][c:3]1[c:4]([C:5](=[O:6])[O:7][CH3:8])[cH:9][cH:10][c:11]([C:13]([F:14])([F:15])[F:16])[n:12]1.[K:17][C:18]#[N:19].[OH2:20].[OH2:21].[S:25]([O-:26])([OH:27])(=[O:28])=[O:29]>>[CH2:2]([c:3]1[c:4]([C:5](=[O:6])[O:7][CH3:8])[cH:9][cH:10][c:11]([C:13]([F:14])([F:15])[F:16])[n:12]1)[C:18]#[N:19].